This data is from the Open Reaction Database (ORD), a public repository of structured organic reaction records. The task is: describe an organic reaction: reactants, conditions, products, and yield The reactants are CO, [Li+], [OH-], O, COC(=O)CCCOc1cc([N+](=O)[O-])c(C(C)O)cc1OC. The product is COc1cc(C(C)O)c([N+](=O)[O-])cc1OCCCC(=O)O. As a reaction SMILES: [CH3:26][OH:27].[Li+:25].[OH-:24].[OH2:23].[OH:1][CH:2]([CH3:3])[c:4]1[cH:5][c:6]([O:21][CH3:22])[c:7]([O:8][CH2:9][CH2:10][CH2:11][C:12](=[O:13])[O:14][CH3:15])[cH:16][c:17]1[N+:18](=[O:19])[O-:20]>>[OH:1][CH:2]([CH3:3])[c:4]1[cH:5][c:6]([O:21][CH3:22])[c:7]([O:8][CH2:9][CH2:10][CH2:11][C:12](=[O:13])[OH:14])[cH:16][c:17]1[N+:18](=[O:19])[O-:20]. The reactants are [H-].[Al+3].[Li+].[H-].[H-].[H-] (lithium aluminum hydride), C(C1=CC=CC=C1)NC(=O)[C@H]1NCCCC1 ((S)-N-benzylpiperidine-2-carboxamide). Solvent: C1CCOC1 (THF), C1CCOC1 (THF), C1CCOC1 (THF). Reaction conditions: temperature -78 celsius. Yields the product C(C1=CC=CC=C1)N1[C@@H](CCCC1)CN ((S)-N-benzyl-2-aminomethylpiperidine). Yield: 89.0%. Reaction SMILES: [H-].[Al+3].[Li+].[H-].[H-].[H-].[CH2:7]([NH:14][C:15]([C@@H:17]1[CH2:22][CH2:21][CH2:20][CH2:19][NH:18]1)=O)[C:8]1[CH:13]=[CH:12][CH:11]=[CH:10][CH:9]=1>C1COCC1>[CH2:7]([N:14]1[CH2:15][CH2:17][CH2:22][CH2:21][C@H:20]1[CH2:19][NH2:18])[C:8]1[CH:13]=[CH:12][CH:11]=[CH:10][CH:9]=1 |f:0.1.2.3.4.5|. Procedure details: To a solution of 230 mL (0.23 mmol) of 1M lithium aluminum hydride in THF was added over 20 min a solution of (S)-N-benzylpiperidine-2-carboxamide in 150 mL of THF. The mixture was refluxed for 5 h, diluted with 500 ml of THF, cooled to -78° C. and quenched with a solution of 48 mL 1N aqueous sodium hydroxide in 200 mL THF. The resulting slurry was filtered through a Celite® pad and concentrated at reduced pressure to yield (S)-N-benzyl-2-aminomethylpiperidine (10.9 g, 89%). Starting materials: CC1(c2ccc3c(Cl)c(OC4CCC(C(C)(C)C)CC4)ccc3c2)COC(=O)N1, CC(N)(CO)c1ccc2c(-c3ccc(OC(F)(F)F)cc3)c(OC3CCC(C(C)(C)C)CC3)ccc2c1. Product: CC(N)(CO)c1ccc2c(Cl)c(OC3CCC(C(C)(C)C)CC3)ccc2c1. Reaction SMILES: [C:38]([CH3:39])([CH3:40])([CH3:41])[CH:42]1[CH2:43][CH2:44][CH:45]([O:48][c:49]2[c:50]([Cl:66])[c:51]3[cH:52][cH:53][c:54]([C:59]4([CH3:65])[NH:60][C:61](=[O:64])[O:62][CH2:63]4)[cH:55][c:56]3[cH:57][cH:58]2)[CH2:46][CH2:47]1.[NH2:1][C:2]([c:3]1[cH:4][cH:5][c:6]2[c:7]([cH:8][cH:9][c:10]([O:11][CH:12]3[CH2:13][CH2:14][CH:15]([C:16]([CH3:17])([CH3:18])[CH3:19])[CH2:20][CH2:21]3)[c:22]2-[c:23]2[cH:24][cH:25][c:26]([O:27][C:28]([F:29])([F:30])[F:31])[cH:32][cH:33]2)[cH:34]1)([CH3:35])[CH2:36][OH:37]>>[C:38]([CH3:39])([CH3:40])([CH3:41])[CH:42]1[CH2:43][CH2:44][CH:45]([O:48][c:49]2[c:50]([Cl:66])[c:51]3[cH:52][cH:53][c:54]([C:59]([NH2:60])([CH2:63][OH:62])[CH3:65])[cH:55][c:56]3[cH:57][cH:58]2)[CH2:46][CH2:47]1. Starting materials: FC=1C=CC2=C(C(N(CC=3N2C=NC3C(=O)N3C=NC=C3)C)=O)C1 (1-[[8-fluoro-5,6-dihydro-5-methyl-6-oxo-4H-imidazo[1,5-a][1,4]benzodiazepin-3-yl]carbonyl]imidazole), N (ammonia), O (water). Run in CN(C=O)C (N,N-dimethylformamide). Run at time 0.75 hour. Yields the product FC=1C=CC2=C(C(N(CC=3N2C=NC3C(=O)N)C)=O)C1 (8-fluoro-5,6-dihydro-5-methyl-6-oxo-4H-imidazo[1,5-a][1,4]benzodiazepine-3-carboxamide). RXN SMILES: [F:1][C:2]1[CH:3]=[CH:4][C:5]2[N:11]3[CH:12]=[N:13][C:14]([C:15]([N:17]4C=CN=C4)=[O:16])=[C:10]3[CH2:9][N:8]([CH3:22])[C:7](=[O:23])[C:6]=2[CH:24]=1.N.O>CN(C)C=O>[F:1][C:2]1[CH:3]=[CH:4][C:5]2[N:11]3[CH:12]=[N:13][C:14]([C:15]([NH2:17])=[O:16])=[C:10]3[CH2:9][N:8]([CH3:22])[C:7](=[O:23])[C:6]=2[CH:24]=1. Reported procedure: 15 g (46.1 mmol) of 1-[[8-fluoro-5,6-dihydro-5-methyl-6-oxo-4H-imidazo[1,5-a][1,4]benzodiazepin-3-yl]carbonyl]imidazole are suspended in 75 ml of N,N-dimethylformamide, whereupon the suspension is treated with 7.8 ml (102 mmol) of a 25 percent aqueous ammonia solution, the mixture is stirred at room temperature for 0.75 hour and then poured into 300 ml of water. The product is filtered off under suction after 1 hour, rinsed with water and dried at 85° in a vacuum drying oven. There is obtained 8... The reactants are hydrochloride salt, N1C=CC2=CC=C(C=C12)C(CC(=O)NC)C1=NC=CC=C1 (3-(1H-indol-6-yl)-N-methyl-3-pyridin-2-yl-propionamide), N1C=CC2=CC=CC(=C12)C(CCNC)C1=CC=CC=C1 ([3-(1H-Indol-7-yl)-3-phenyl-propyl]-methyl-amine). Yields the product N1C=CC2=CC=C(C=C12)C(CCNC)C1=NC=CC=C1 ([3-(1H-Indol-6-yl)-3-pyridin-2-yl-propyl]-methyl-amine). Reaction SMILES: [NH:1]1[C:9]2[C:4](=[CH:5][CH:6]=[C:7]([CH:10]([C:16]3[CH:21]=[CH:20][CH:19]=[CH:18][N:17]=3)[CH2:11][C:12]([NH:14][CH3:15])=O)[CH:8]=2)[CH:3]=[CH:2]1.N1C2C(=CC=CC=2C(C2C=CC=CC=2)CCNC)C=C1>>[NH:1]1[C:9]2[C:4](=[CH:5][CH:6]=[C:7]([CH:10]([C:16]3[CH:21]=[CH:20][CH:19]=[CH:18][N:17]=3)[CH2:11][CH2:12][NH:14][CH3:15])[CH:8]=2)[CH:3]=[CH:2]1. Reported procedure: [3-(1H-Indol-6-yl)-3-pyridin-2-yl-propyl]-methyl-amine CLXIX was prepared as a hydrochloride salt from 3-(1H-indol-6-yl)-N-methyl-3-pyridin-2-yl-propionamide using the procedure described for preparation of [3-(1H-Indol-7-yl)-3-phenyl-propyl]-methyl-amine XX (Example 4). MS (M+H)=266.